From a dataset of the Open Reaction Database (ORD), a public repository of structured organic reaction records. describe an organic reaction: reactants, conditions, products, and yield Starting materials: Br, COc1ccc2c(c1)C13CCN(CC4CC4)C(C2)C1CCC(=O)C3, Cl, O. The product is O=C1CCC2C3Cc4ccc(O)cc4C2(CCN3CC2CC2)C1. RXN SMILES: [BrH:26].[CH:2]1([CH2:5][N:6]2[CH:7]3[CH:8]4[CH2:9][CH2:10][C:11](=[O:25])[CH2:12][C:13]4([c:14]4[cH:15][c:16]([O:21][CH3:22])[cH:17][cH:18][c:19]4[CH2:20]3)[CH2:23][CH2:24]2)[CH2:3][CH2:4]1.[ClH:1].[OH2:27]>>[CH:2]1([CH2:5][N:6]2[CH:7]3[CH:8]4[CH2:9][CH2:10][C:11](=[O:25])[CH2:12][C:13]4([c:14]4[cH:15][c:16]([OH:21])[cH:17][cH:18][c:19]4[CH2:20]3)[CH2:23][CH2:24]2)[CH2:3][CH2:4]1. The reactants are COC(=O)C1CC(Nc2nc(-c3ccccc3OC)nc3ccccc23)CN1C(=O)OC(C)(C)C, Cl, [Li+], C1COCCO1, [OH-], O, O. Yields the product COc1ccccc1-c1nc(NC2CC(C(=O)O)N(C(=O)OC(C)(C)C)C2)c2ccccc2n1. As a reaction SMILES: [CH3:1][O:2][c:3]1[c:4](-[c:9]2[n:10][c:11]3[cH:12][cH:13][cH:14][cH:15][c:16]3[c:17]([NH:19][CH:20]3[CH2:21][CH:22]([C:32](=[O:33])[O:34][CH3:35])[N:23]([C:25](=[O:26])[O:27][C:28]([CH3:29])([CH3:30])[CH3:31])[CH2:24]3)[n:18]2)[cH:5][cH:6][cH:7][cH:8]1.[ClH:45].[Li+:38].[O:39]1[CH2:40][CH2:41][O:42][CH2:43][CH2:44]1.[OH-:37].[OH2:36].[OH2:46]>>[CH3:1][O:2][c:3]1[c:4](-[c:9]2[n:10][c:11]3[cH:12][cH:13][cH:14][cH:15][c:16]3[c:17]([NH:19][CH:20]3[CH2:21][CH:22]([C:32](=[O:33])[OH:34])[N:23]([C:25](=[O:26])[O:27][C:28]([CH3:29])([CH3:30])[CH3:31])[CH2:24]3)[n:18]2)[cH:5][cH:6][cH:7][cH:8]1. The product is C(C)(C)(C)OC(N(C)[C@H](CC1=CC2=CC=CC=C2C=C1)C(N(C)[C@@H](C(=O)N(NC(C)=O)C)CC1=CC=CC=C1)=O)=O (N-((1R)-1-(N-[(1R)-2-(N'-acetyl-N-methylhydrazino)-1-benzyl-2-oxoethyl]-N-methylcarbamoyl)-2-(2-naphthyl)ethyl)-N-methylcarbamic acid tert-butyl ester). Isolated yield 56.7%. As a reaction SMILES: [C:1]([O:5][C:6]([N:8]([C@H:10]([CH2:14][C:15]1[CH:24]=[CH:23][C:22]2[C:17](=[CH:18][CH:19]=[CH:20][CH:21]=2)[CH:16]=1)[C:11]([OH:13])=O)[CH3:9])=[O:7])([CH3:4])([CH3:3])[CH3:2].ON1C2N=CC=CC=2N=N1.Cl.C(N=C=NCCCN(C)C)C.[CH3:47][N:48]([C:53](=[O:64])[C@H:54]([NH:62][CH3:63])[CH2:55][C:56]1[CH:61]=[CH:60][CH:59]=[CH:58][CH:57]=1)[NH:49][C:50](=[O:52])[CH3:51].C(N(C(C)C)CC)(C)C>C(Cl)Cl>[C:1]([O:5][C:6](=[O:7])[N:8]([C@@H:10]([C:11](=[O:13])[N:62]([C@H:54]([CH2:55][C:56]1[CH:57]=[CH:58][CH:59]=[CH:60][CH:61]=1)[C:53]([N:48]([CH3:47])[NH:49][C:50](=[O:52])[CH3:51])=[O:64])[CH3:63])[CH2:14][C:15]1[CH:24]=[CH:23][C:22]2[C:17](=[CH:18][CH:19]=[CH:20][CH:21]=2)[CH:16]=1)[CH3:9])([CH3:4])([CH3:2])[CH3:3] |f:2.3|. Run in C(Cl)Cl (methylene chloride), C(Cl)Cl (methylene chloride). Reactants: C(C)(C)(C)OC(=O)N(C)[C@@H](C(=O)O)CC1=CC2=CC=CC=C2C=C1 (2(R)-(N-tert-butoxycarbonyl-N-methylamino)-3-(2-naphthyl)propionic acid), ON1N=NC2=C1N=CC=C2 (1-hydroxy-7-azabenzotriazole), Cl.C(C)N=C=NCCCN(C)C (1-ethyl-3-(3-dimethylaminopropyl)carbodiimide hydrochloride), CN(NC(C)=O)C([C@@H](CC1=CC=CC=C1)NC)=O (acetic acid N'-methyl-N'-((2R)-2-(methylamino)-3-phenylpropionyl)hydrazide), C(C)(C)N(CC)C(C)C (diisopropylethylamine). Procedure details: To a solution of 2(R)-(N-tert-butoxycarbonyl-N-methylamino)-3-(2-naphthyl)propionic acid (0.18 g, 0.53 mmol) in methylene chloride (5 ml) was added 1-hydroxy-7-azabenzotriazole (0.072 g, 0.53 mmol) and 1-ethyl-3-(3-dimethylaminopropyl)carbodiimide hydrochloride (0.10 g, 0.53 mmol) and the mixture was cooled to 0° C. Then acetic acid N'-methyl-N'-((2R)-2-(methylamino)-3-phenylpropionyl)hydrazide (0.11 g, 0.44 mmol) and diisopropylethylamine (0.098 ml, 0.57 mmol) were added and the mixture was sti... Run at temperature 0 celsius, time 8 hour. The reactants are ClC(=CC#N)C(C)(C)C (3-chloro-4,4-dimethylpent-2-enenitrile), C[O-].[Na+] (sodium methoxide), [Se-2].[Na+].[Na+] (sodium selenide), ClCC(=O)OCC (ethyl chloroacetate). Reported procedure: To a suspension of sodium selenide (4.4 g, 34.84 mmol, prepared from 2.78 g of selenium as described above) in DMF (35 mL) was added a solution of 3-chloro-4,4-dimethylpent-2-enenitrile (5 g, 34.84 mmol) in DMF (10 mL) at rt for 5 min and stirred the mixture at 60-70° C. for 2 h. Then ethyl chloroacetate (3.71 mL, 34.84 mmol) was added dropwise to the reaction mixture and again stirred at 60-70° C. for 2 h. Then, a solution of sodium methoxide (1.88 g, 34.84 mmol) in methanol (25 mL) was added d... Solvent: CN(C)C=O (DMF), CO (methanol), CN(C)C=O (DMF). Yields the product NC1=C([Se]C(=C1)C(C)(C)C)C(=O)OCC (Ethyl 3-amino-5-(tert-butyl)selenophene-2-carboxylate). Run at temperature 65 celsius, time 2 hour. The yield is 64.9%. RXN SMILES: [Se-2:1].[Na+].[Na+].Cl[C:5]([C:9]([CH3:12])([CH3:11])[CH3:10])=[CH:6][C:7]#[N:8].Cl[CH2:14][C:15]([O:17][CH2:18][CH3:19])=[O:16].C[O-].[Na+]>CN(C=O)C.CO>[NH2:8][C:7]1[CH:6]=[C:5]([C:9]([CH3:12])([CH3:11])[CH3:10])[Se:1][C:14]=1[C:15]([O:17][CH2:18][CH3:19])=[O:16] |f:0.1.2,5.6|. The reactants are O=C([O-])O, CO, COC(=O)c1cc(Br)c(N)c([N+](=O)[O-])c1, [Na+], Cl[Sn]Cl. Yields the product COC(=O)c1cc(N)c(N)c(Br)c1. Reaction SMILES: [C:19](=[O:20])([OH:21])[O-:22].[CH3:24][OH:25].[NH2:1][c:2]1[c:3]([Br:15])[cH:4][c:5]([C:6](=[O:7])[O:8][CH3:9])[cH:10][c:11]1[N+:12]([O-:13])=[O:14].[Na+:23].[Sn:16]([Cl:17])[Cl:18]>>[NH2:1][c:2]1[c:3]([Br:15])[cH:4][c:5]([C:6](=[O:7])[O:8][CH3:9])[cH:10][c:11]1[NH2:12]. Starting materials: S(O)(O)(=O)=O (sulfuric acid), COC1=C(C=CC=C1)SC1=C(C(=O)O)C=CC=C1 (2-(o-Methoxyphenylthio) benzoic acid), C([O-])(O)=O.[Na+] (sodium bicarbonate). The solvent is C(Cl)Cl (methylene chloride), CO (methanol). The product is COC1=C(C=CC=C1)SC1=C(C(=O)OC)C=CC=C1 (Methyl 2-(o-methoxyphenylthio)benzoate). Reaction SMILES: [CH3:1][O:2][C:3]1[CH:8]=[CH:7][CH:6]=[CH:5][C:4]=1[S:9][C:10]1[CH:18]=[CH:17][CH:16]=[CH:15][C:11]=1[C:12]([OH:14])=[O:13].S(=O)(=O)(O)O.[C:24](=O)(O)[O-].[Na+]>CO.C(Cl)Cl>[CH3:1][O:2][C:3]1[CH:8]=[CH:7][CH:6]=[CH:5][C:4]=1[S:9][C:10]1[CH:18]=[CH:17][CH:16]=[CH:15][C:11]=1[C:12]([O:14][CH3:24])=[O:13] |f:2.3|. Procedure: Dissolve 115 g of the acid of Step A in 3.5 liters of methanol and add slowly 25 ml of sulfuric acid. Stir under reflux for 72 hours. Cool the reaction mixture to room temperature and add 100 g of sodium bicarbonate in portions. Stir for an additional hour and strip to dryness. Dissolve the residue in methylene chloride and wash the solution three times with water. Dry the solution and strip to an oil which solidifies. (m.p. 82°-84° C.). Reaction conditions: time 5 hour. Yields the product FC(S(=O)(=O)[O-])(F)F.C[N+](C)(C)CC1CC=2N(C3=CC=CC=C3C2C=2C(NC(C2C2=CN(C3=CC=CC=C23)C)=O)=O)CC1 (3-[6,7,8,9-tetrahydro-8-[(trimethylammonio)methyl]pyrido[1,2-a]indol-10-yl]-4-(1-methyl-3-indolyl)-1H-pyrrole-2,5-dione trifluoromethanesulfonate). As a reaction SMILES: [F:1][C:2]([F:15])([F:14])[S:3]([O:6]S(C(F)(F)F)(=O)=O)(=[O:5])=[O:4].C(O[CH2:20][CH:21]1[CH2:50][CH2:49][N:24]2[C:25]3[C:30]([C:31]([C:32]4[C:33](=O)[O:34][C:35](=[O:47])[C:36]=4[C:37]4[C:45]5[C:40](=[CH:41][CH:42]=[CH:43][CH:44]=5)[N:39]([CH3:46])[CH:38]=4)=[C:23]2[CH2:22]1)=[CH:29][CH:28]=[CH:27][CH:26]=3)(=O)C.[N:51]1C(C)=CC(C)=CC=1C.[CH3:60][N:61]([CH3:63])[CH3:62]>ClCCl.C(O)C>[F:1][C:2]([F:15])([F:14])[S:3]([O-:6])(=[O:5])=[O:4].[CH3:60][N+:61]([CH2:20][CH:21]1[CH2:50][CH2:49][N:24]2[C:25]3[C:30]([C:31]([C:32]4[C:33](=[O:34])[NH:51][C:35](=[O:47])[C:36]=4[C:37]4[C:45]5[C:40](=[CH:41][CH:42]=[CH:43][CH:44]=5)[N:39]([CH3:46])[CH:38]=4)=[C:23]2[CH2:22]1)=[CH:29][CH:28]=[CH:27][CH:26]=3)([CH3:63])[CH3:62] |f:6.7|. Procedure details: 265 mg of trifluoromethanesulfonic anhydride in 40 ml of dichloromethane were treated at 0° C. under a nitrogen atmosphere with a suspension of 200 mg of the pyrroledione product of Example 1 and 100 mg of collidine in 30 ml of dichloromethane. After 5 hours, 0.5 ml of a 33% solution of trimethylamine in ethanol was added and the mixture was stirred for 18 hours. The resulting precipitate was filtered off and dried to give 237 mg of 3-[6,7,8,9-tetrahydro-8-[(trimethylammonio)methyl]pyrido[1,2-a]... The solvent is C(C)O (ethanol), ClCCl (dichloromethane), ClCCl (dichloromethane). Starting materials: solution, CN(C)C (trimethylamine), FC(S(=O)(=O)OS(=O)(=O)C(F)(F)F)(F)F (trifluoromethanesulfonic anhydride), C(C)(=O)OCC1CC=2N(C3=CC=CC=C3C2C=2C(OC(C2C2=CN(C3=CC=CC=C23)C)=O)=O)CC1 (3-[8-(acetoxymethyl)-6,7,8,9-tetrahydropyrido[1,2-a]indol-10-yl]-4-(1-methyl-3-indolyl)furan-2,5-dione), N1=C(C=C(C=C1C)C)C (collidine).